Dataset: the Open Reaction Database (ORD), a public repository of structured organic reaction records. Task: describe an organic reaction: reactants, conditions, products, and yield Reactants: [Si](C)(C)(C(C)(C)C)OCCCO (3-[tert-butyl(dimethyl)silyloxy]propanol), ClC1=CC(=C(C=C1)NS(=O)(=O)C1=CC(=C(C=C1)OC)OC)CC1=C(C=CC=C1F)F (N-[4-chloro-2-(2,6-difluorobenzyl)phenyl]-3,4-dimethoxybenzenesulfonamide), C1(=CC=CC=C1)P(C1=CC=CC=C1)C1=CC=CC=C1 (triphenylphosphine), N(=NC(=O)OC(C)C)C(=O)OC(C)C (diisopropyl azodicarboxylate). The solvent is O1CCCC1 (tetrahydrofuran), O1CCCC1 (tetrahydrofuran). Reaction conditions: time 30 minute. Product: C(C)(C)(C)[Si](OCCCN(S(=O)(=O)C1=CC(=C(C=C1)OC)OC)C1=C(C=C(C=C1)Cl)CC1=C(C=CC=C1F)F)(C)C (N-(3-{[tertbutyl(dimethyl)silyl]oxy}propyl)-N-[4-chloro-2-(2,6-difluorobenzyl)phenyl]-3,4-dimethoxybenzenesulfonamide). As a reaction SMILES: C1(P(C2C=CC=CC=2)C2C=CC=CC=2)C=CC=CC=1.N(C(OC(C)C)=O)=NC(OC(C)C)=O.[Si:34]([O:41][CH2:42][CH2:43][CH2:44]O)([C:37]([CH3:40])([CH3:39])[CH3:38])([CH3:36])[CH3:35].[Cl:46][C:47]1[CH:52]=[CH:51][C:50]([NH:53][S:54]([C:57]2[CH:62]=[CH:61][C:60]([O:63][CH3:64])=[C:59]([O:65][CH3:66])[CH:58]=2)(=[O:56])=[O:55])=[C:49]([CH2:67][C:68]2[C:73]([F:74])=[CH:72][CH:71]=[CH:70][C:69]=2[F:75])[CH:48]=1>O1CCCC1>[C:37]([Si:34]([CH3:35])([CH3:36])[O:41][CH2:42][CH2:43][CH2:44][N:53]([C:50]1[CH:51]=[CH:52][C:47]([Cl:46])=[CH:48][C:49]=1[CH2:67][C:68]1[C:73]([F:74])=[CH:72][CH:71]=[CH:70][C:69]=1[F:75])[S:54]([C:57]1[CH:62]=[CH:61][C:60]([O:63][CH3:64])=[C:59]([O:65][CH3:66])[CH:58]=1)(=[O:56])=[O:55])([CH3:38])([CH3:39])[CH3:40]. Reported procedure: To 4.3 g of triphenylphosphine in 20 ml of tetrahydrofuran are added, at room temperature, 3.25 ml of diisopropyl azodicarboxylate. After 30 minutes, 3.5 ml of 3-[tert-butyl(dimethyl)silyloxy]propanol dissolved in 30 ml of tetrahydrofuran are introduced. The mixture is left at room temperature for 30 minutes, and 5 g of N-[4-chloro-2-(2,6-difluorobenzyl)phenyl]-3,4-dimethoxybenzenesulfonamide are then introduced. After 48 hours at room temperature, the reaction medium is concentrated and then ch...